From a dataset of the Open Reaction Database (ORD), a public repository of structured organic reaction records. describe an organic reaction: reactants, conditions, products, and yield Reaction SMILES: S(=O)(O)[O-].[Na+].[CH:6](=O)[CH3:7].[NH2:9][C:10]1[CH:15]=[CH:14][CH:13]=[CH:12][N:11]=1.[C-:16]#[N:17].[Na+]>O>[N:11]1[CH:12]=[CH:13][CH:14]=[CH:15][C:10]=1[NH:9][CH:6]([CH3:7])[C:16]#[N:17] |f:0.1,4.5|. Procedure: To an aqueous solution of sodium bisulfite in an amount of 10.5 g/20 ml H2O, a 44% acetaldehyde solution in an amount of 10 g was added and refluxed with heating for 1 hour. Then, 9.4 g of 2-aminopyridine was added thereto and the reflux with heating was continued for additional 2 hours. Aqueous solution of sodium cyanide was added thereto in an amount of 7 g/10 ml H2O and reacted at 90° C. for 2 hours. The oil layer was separated and cooled to be crystallized (yield 11.6 g). The crystals were r... The reactants are [C-]#N.[Na+] (sodium cyanide), S([O-])(O)=O.[Na+] (sodium bisulfite), C(C)=O (acetaldehyde), NC1=NC=CC=C1 (2-aminopyridine). Yield: 67.0%. Reaction conditions: time 2 hour. The solvent is O (H2O), O (H2O). Product: N1=C(C=CC=C1)NC(C#N)C (α-(2-pyridylamino)propionitrile). The reactants are Cc1ccc(Br)cc1F, CC(C)(C)OC(=O)NC1CCNC1. Yields the product Cc1ccc(N2CCC(NC(=O)OC(C)(C)C)C2)cc1F. Reaction SMILES: [Br:14][c:15]1[cH:16][c:17]([F:22])[c:18]([CH3:21])[cH:19][cH:20]1.[C:1]([CH3:2])([CH3:3])([CH3:4])[O:5][C:6](=[O:7])[NH:8][CH:9]1[CH2:10][NH:11][CH2:12][CH2:13]1>>[C:1]([CH3:2])([CH3:3])([CH3:4])[O:5][C:6](=[O:7])[NH:8][CH:9]1[CH2:10][N:11]([c:15]2[cH:16][c:17]([F:22])[c:18]([CH3:21])[cH:19][cH:20]2)[CH2:12][CH2:13]1. Reaction SMILES: OC(O)CCC[C:6](=[N:8][C:9]1[C:10]2[N:11]=[CH:12][N:13]([C:23]=2[N:24]=[CH:25][N:26]=1)[C@H:14]1[O:22][C@H:19]([CH2:20][OH:21])[C@@H:17]([OH:18])[C@H:15]1[OH:16])C.CO.O.[C:31]([OH:34])(=[O:33])[CH3:32]>>[OH:33][CH:31]([OH:34])[CH2:32][CH2:6][NH:8][C:9]1[C:10]2[N:11]=[CH:12][N:13]([C:23]=2[N:24]=[CH:25][N:26]=1)[C@H:14]1[O:22][C@H:19]([CH2:20][OH:21])[C@@H:17]([OH:18])[C@H:15]1[OH:16]. Procedure details: The title compound was prepared with material from Example 6, (S)-N6 -[Dihydroxypropylisopropylidene]adenosine (2.3 g, 6 mmol). This was placed in 20% acetic acid in 1:1 methanol:water (100 ml), and stirred at ambient temperature for 22 hours. After removal of solvents, the residue was treated with acetone and the resulting percipitate filtered and dried in vacuo. This was then redissolved in 15% acetic acid, 1:1 water:methanol and stirred another 48 hours. Removal of solvents and vacuum drying ... The reactants are O (water), material, OC(CCCC(C)=NC=1C=2N=CN([C@@H]3[C@H](O)[C@H](O)[C@@H](CO)O3)C2N=CN1)O ((S)-N6 -[Dihydroxypropylisopropylidene]adenosine), C(C)(=O)O (acetic acid), CO (methanol). The product is OC(CCNC=1C=2N=CN([C@@H]3[C@H](O)[C@H](O)[C@@H](CO)O3)C2N=CN1)O ((S)-N6 -[Dihydroxypropyl]adenosine). Run at time 48 hour. The reactants are CO, COC(=O)c1c(NC(=O)c2cc(F)ccc2O)csc1-c1ccc(C)cc1F, [Li+], C1CCOC1, [OH-], O. Product: Cc1ccc(-c2scc(NC(=O)c3cc(F)ccc3O)c2C(=O)O)c(F)c1. As a reaction SMILES: [CH3:32][OH:33].[F:1][c:2]1[cH:3][cH:4][c:5]([OH:28])[c:6]([C:7](=[O:8])[NH:9][c:10]2[c:11]([C:23](=[O:24])[O:25][CH3:26])[c:12](-[c:15]3[c:16]([F:22])[cH:17][c:18]([CH3:21])[cH:19][cH:20]3)[s:13][cH:14]2)[cH:27]1.[Li+:29].[O:34]1[CH2:35][CH2:36][CH2:37][CH2:38]1.[OH-:30].[OH2:31]>>[F:1][c:2]1[cH:3][cH:4][c:5]([OH:28])[c:6]([C:7](=[O:8])[NH:9][c:10]2[c:11]([C:23](=[O:24])[OH:25])[c:12](-[c:15]3[c:16]([F:22])[cH:17][c:18]([CH3:21])[cH:19][cH:20]3)[s:13][cH:14]2)[cH:27]1. Starting materials: Cl (HCl), C(C)(C)(C)OC(=O)N[C@H](C(=O)OCC1=C(C=C(C(=C1)F)F)C=1C=C2C(=NC(=NC2=CC1)N)C(=O)N1CC2=CC=CC=C2C1)C (2-[2-amino-4-(1,3-dihydroisoindole-2-carbonyl)quinazolin-6-yl]-4,5-difluorobenzyl (S)-2-tert-butoxycarbonylaminopropionate). The solvent is O1CCOCC1 (dioxane), ClCCl (dichloromethane). Reaction conditions: temperature 25 celsius, time 1 hour. The product is Cl.Cl.N[C@H](C(=O)OCC1=C(C=C(C(=C1)F)F)C=1C=C2C(=NC(=NC2=CC1)N)C(=O)N1CC2=CC=CC=C2C1)C (2-[2-Amino-4-(1,3-dihydroisoindole-2-carbonyl)quinazolin-6-yl]-4,5-difluorobenzyl (S)-2-aminopropionate dihydrochloride). RXN SMILES: [ClH:1].C(OC([NH:9][C@@H:10]([CH3:45])[C:11]([O:13][CH2:14][C:15]1[CH:20]=[C:19]([F:21])[C:18]([F:22])=[CH:17][C:16]=1[C:23]1[CH:24]=[C:25]2[C:30](=[CH:31][CH:32]=1)[N:29]=[C:28]([NH2:33])[N:27]=[C:26]2[C:34]([N:36]1[CH2:44][C:43]2[C:38](=[CH:39][CH:40]=[CH:41][CH:42]=2)[CH2:37]1)=[O:35])=[O:12])=O)(C)(C)C>O1CCOCC1.ClCCl>[ClH:1].[ClH:1].[NH2:9][C@@H:10]([CH3:45])[C:11]([O:13][CH2:14][C:15]1[CH:20]=[C:19]([F:21])[C:18]([F:22])=[CH:17][C:16]=1[C:23]1[CH:24]=[C:25]2[C:30](=[CH:31][CH:32]=1)[N:29]=[C:28]([NH2:33])[N:27]=[C:26]2[C:34]([N:36]1[CH2:44][C:43]2[C:38](=[CH:39][CH:40]=[CH:41][CH:42]=2)[CH2:37]1)=[O:35])=[O:12] |f:4.5.6|. Procedure details: 911 μl of 4N HCl in dioxane are added to 220 mg of 2-[2-amino-4-(1,3-dihydroisoindole-2-carbonyl)quinazolin-6-yl]-4,5-difluorobenzyl (S)-2-tert-butoxycarbonylaminopropionate in 4 ml of dichloromethane with ice-cooling. The mixture is subsequently stirred at 25° C. for a further 1 h, the precipitate is filtered off with suction and washed with 4 ml of dichloromethane. The residue is recrystallised from ethanol. The reactants are NC=1C=CC(=C(C1)S(=O)(=O)N)Cl (5-amino-2-chlorobenzenesulfonamide), C/C=1/C(=O)OC(\C1\C)=O (2,3-dimethylmaleic anhydride). Run in N1=CC=CC=C1 (pyridine). Conditions: time 20 minute. Product: ClC1=C(C=C(C=C1)N1C(C(=C(C1=O)C)C)=O)S(=O)(=O)N (2-chloro-5-(2,5-dihydro-3,4-dimethyl-2,5-dioxo-1H-pyrrol-1-yl)benzenesulfonamide). Isolated yield 93.0%. Reaction SMILES: [NH2:1][C:2]1[CH:3]=[CH:4][C:5]([Cl:12])=[C:6]([S:8]([NH2:11])(=[O:10])=[O:9])[CH:7]=1.[CH3:13][C:14]1[C:15]([O:17][C:18](=O)[C:19]=1[CH3:20])=[O:16]>N1C=CC=CC=1>[Cl:12][C:5]1[CH:4]=[CH:3][C:2]([N:1]2[C:15](=[O:16])[C:14]([CH3:13])=[C:19]([CH3:20])[C:18]2=[O:17])=[CH:7][C:6]=1[S:8]([NH2:11])(=[O:9])=[O:10]. Procedure: In 3 ml of pyridine, 1 mmol of 5-amino-2-chlorobenzenesulfonamide and 1.05 mmol of 2,3-dimethylmaleic anhydride were stirred at 90-100° C. for 9 hours. Pyridine was then distilled off from the reaction mixture, followed by the addition of 20 ml of ice water and 0.1 ml of 35% hydrochloric acid to the solid residue. After the mixture thus formed was stirred for 20 minutes, the resulting precipitate was collected by filtration and then dried in air. Yield: 93%. Its physicochemical properties are sh... The reactants are COc1ccc(C2Sc3cc(Cl)ccc3NC(=O)C2O)cc1, CC(=O)Cl, c1ccncc1. Product: COc1ccc(C2Sc3cc(Cl)ccc3NC(=O)C2OC(C)=O)cc1. Reaction SMILES: [CH3:1][O:2][c:3]1[cH:4][cH:5][c:6]([CH:9]2[S:10][c:11]3[c:12]([cH:18][cH:19][c:20]([Cl:22])[cH:21]3)[NH:13][C:14](=[O:17])[CH:15]2[OH:16])[cH:7][cH:8]1.[CH3:23][C:24]([Cl:25])=[O:26].[cH:27]1[cH:28][cH:29][n:30][cH:31][cH:32]1>>[CH3:1][O:2][c:3]1[cH:4][cH:5][c:6]([CH:9]2[S:10][c:11]3[c:12]([cH:18][cH:19][c:20]([Cl:22])[cH:21]3)[NH:13][C:14](=[O:17])[CH:15]2[O:16][C:24]([CH3:23])=[O:26])[cH:7][cH:8]1. Starting materials: NCC1=NOC(=N1)C=1N=CN2C1CN(C(C1=C2C=CC=C1)=O)C (3-(3-aminomethyl-1,2,4-oxadiazol-5-yl)-5,6-dihydro-5-methyl-4H-imidazo[1,5-a][1,4]benzodiazepin-6-one), C(C)N(C(C)C)C(C)C (N-ethyldiisopropylamine), BrCC=1C(=CC=CC1)CBr (α,α'-dibromo-o-xylene). Run in CN(C=O)C (N,N-dimethylformamide). Product: C1N(CC2=CC=CC=C12)CC1=NOC(=N1)C=1N=CN2C1CN(C(C1=C2C=CC=C1)=O)C (5,6-dihydro-3-(3-isoindolin-2-ylmethyl-1,2,4-oxadiazol-5-yl)-5-methyl-4H-imidazo[1,5-a][1,4]benzodiazepin-6-one). Isolated yield 23.1%. Reaction SMILES: [NH2:1][CH2:2][C:3]1[N:7]=[C:6]([C:8]2[N:9]=[CH:10][N:11]3[C:17]4[CH:18]=[CH:19][CH:20]=[CH:21][C:16]=4[C:15](=[O:22])[N:14]([CH3:23])[CH2:13][C:12]=23)[O:5][N:4]=1.C(N(C(C)C)C(C)C)C.Br[CH2:34][C:35]1[C:36]([CH2:41]Br)=[CH:37][CH:38]=[CH:39][CH:40]=1>CN(C)C=O>[CH2:41]1[C:36]2[C:35](=[CH:40][CH:39]=[CH:38][CH:37]=2)[CH2:34][N:1]1[CH2:2][C:3]1[N:7]=[C:6]([C:8]2[N:9]=[CH:10][N:11]3[C:17]4[CH:18]=[CH:19][CH:20]=[CH:21][C:16]=4[C:15](=[O:22])[N:14]([CH3:23])[CH2:13][C:12]=23)[O:5][N:4]=1. Procedure: 1.28 g (4.1 mmol) of 3-(3-aminomethyl-1,2,4-oxadiazol-5-yl)-5,6-dihydro-5-methyl-4H-imidazo[1,5-a][1,4]benzodiazepin-6-one, 25 ml of N,N-dimethylformamide, 2 ml (11.7 mmol) of N-ethyldiisopropylamine and 1.19 g (4.5 mmol) of α,α'-dibromo-o-xylene were stirred at room temperature for 4 hours. After evaporating the solvent the residue was chromatographed on 180 g of silica gel while eluting with ethyl acetate. The uniform fractions were evaporated. There was obtained 0.39 g (23%) of 5,6-dihydro-3-...